From a dataset of the Open Reaction Database (ORD), a public repository of structured organic reaction records. describe an organic reaction: reactants, conditions, products, and yield RXN SMILES: [CH3:1][C:2]([C:4]1[CH:9]=[C:8]([Br:10])[CH:7]=[CH:6][C:5]=1[NH2:11])=[O:3].[N:12]1[CH:17]=[CH:16][CH:15]=[CH:14][C:13]=1[Li]>>[NH2:11][C:5]1[CH:6]=[CH:7][C:8]([Br:10])=[CH:9][C:4]=1[C:2]([C:13]1[CH:14]=[CH:15][CH:16]=[CH:17][N:12]=1)([OH:3])[CH3:1]. Starting materials: CC(=O)C1=C(C=CC(=C1)Br)N (2-amino-5-bromophenyl methyl ketone), N1=C(C=CC=C1)[Li] (2-pyridyllithium). Procedure: Prepared from 2-amino-5-bromophenyl methyl ketone and 2-pyridyllithium generally according to the procedure described in example 1. 1H NMR (DMSO-d6): δ 8.5 (d, J=3.99 Hz, 1H), 7.77 (dt, J=7.77, 1.79 Hz, 1H), 7.64 (d, J=7.96 Hz, 1H), 7.30 (d, J=2.37 Hz, 1H), 7.21-7.25 (m, 1H), 7.06 (dd, J=8.49, 2.36 Hz, 1H), 6.47 (d, J=8.51 Hz, 1H), 6.18 (s, 1H), 5.26 (s, 2H), 1.8 (s, 3H); MS (ESI) m/z 293/295, 1 Br pattern ([M+H]+). The product is NC1=C(C=C(C=C1)Br)C(C)(O)C1=NC=CC=C1 (1-(2-Amino-5-bromophenyl)-1-pyridin-2-ylethanol).